The task is: describe an organic reaction: reactants, conditions, products, and yield. This data is from the Open Reaction Database (ORD), a public repository of structured organic reaction records. Starting materials: CC1(C)Oc2ccc(S(C)(=O)=O)cc2C(N2CCSC2=NC#N)C1O, CC(=O)OC(C)=O, c1ccncc1. The product is CC(=O)OC1C(N2CCSC2=NC#N)c2cc(S(C)(=O)=O)ccc2OC1(C)C. RXN SMILES: [C:1](#[N:2])[N:3]=[C:4]1[S:5][CH2:6][CH2:7][N:8]1[CH:9]1[CH:10]([OH:25])[C:11]([CH3:23])([CH3:24])[O:12][c:13]2[c:14]1[cH:15][c:16]([S:19](=[O:20])(=[O:21])[CH3:22])[cH:17][cH:18]2.[CH3:26][C:27](=[O:28])[O:29][C:30](=[O:31])[CH3:32].[cH:33]1[cH:34][cH:35][n:36][cH:37][cH:38]1>>[C:1](#[N:2])[N:3]=[C:4]1[S:5][CH2:6][CH2:7][N:8]1[CH:9]1[CH:10]([O:25][C:27]([CH3:26])=[O:28])[C:11]([CH3:23])([CH3:24])[O:12][c:13]2[c:14]1[cH:15][c:16]([S:19](=[O:20])(=[O:21])[CH3:22])[cH:17][cH:18]2.